Dataset: the Open Reaction Database (ORD), a public repository of structured organic reaction records. Task: describe an organic reaction: reactants, conditions, products, and yield Starting materials: C(C)(C)NC1=CC=CC=C1 (N-isopropylaniline), ClCC(=O)C1=CC=C(C=C1)F (4-Chloroacetyl-1-fluorobenzene), CN(C=O)C (dimethylformamide). Run in O (water). Run at temperature 100 celsius, time 10 hour. Product: FC1=CC=C(C(=O)CN(C2=CC=CC=C2)C(C)C)C=C1 (N-(4-Fluorobenzoylmethyl)-N-(1-methylethyl)aniline). RXN SMILES: [CH:1]([NH:4][C:5]1[CH:10]=[CH:9][CH:8]=[CH:7][CH:6]=1)([CH3:3])[CH3:2].Cl[CH2:12][C:13]([C:15]1[CH:20]=[CH:19][C:18]([F:21])=[CH:17][CH:16]=1)=[O:14].CN(C)C=O>O>[F:21][C:18]1[CH:19]=[CH:20][C:15]([C:13]([CH2:12][N:4]([CH:1]([CH3:3])[CH3:2])[C:5]2[CH:10]=[CH:9][CH:8]=[CH:7][CH:6]=2)=[O:14])=[CH:16][CH:17]=1. Procedure: 562.9 g. (4.08 moles) of N-isopropylaniline is rapidly added to a solution of the crude product of Step 1 in 500 ml. of dimethylformamide stirred at 50° C. under nitrogen. The reaction mixture is stirred at 100° C. under nitrogen for 10 hours and allowed to cool to room temperature overnight. The reaction mixture is heated to 60° C., 2 l of water is added, and the mixture is cooled to 10° C. The obtained solids are collected, washed twice with 500 ml. portions of water and dissolved in 550 ml. o... Yield: 27.5%. Solvent: O1CCCC1 (tetrahydrofuran). Reaction conditions: time 18 hour. Reactants: C(C)(C)(C)OC(=O)N1C(CC(C1)C(=O)O)C(=O)OC(C)(C)C (pyrrolidine-1,2,4-tricarboxylic acid 1,2-di-tert-butyl ester), B.O1CCCC1 (borane tetrahydrofuran). The product is C(C)(C)(C)OC(=O)N1[C@@H](C[C@@H](C1)CO)C(=O)OC(C)(C)C ((2S,4S)-4-hydroxymethyl-pyrrolidine-1,2-dicarboxylic acid di-tert-butyl ester). RXN SMILES: [C:1]([O:5][C:6]([N:8]1[CH2:12][CH:11]([C:13](O)=[O:14])[CH2:10][CH:9]1[C:16]([O:18][C:19]([CH3:22])([CH3:21])[CH3:20])=[O:17])=[O:7])([CH3:4])([CH3:3])[CH3:2].B.O1CCCC1>O1CCCC1>[C:1]([O:5][C:6]([N:8]1[CH2:12][C@@H:11]([CH2:13][OH:14])[CH2:10][C@H:9]1[C:16]([O:18][C:19]([CH3:22])([CH3:21])[CH3:20])=[O:17])=[O:7])([CH3:3])([CH3:4])[CH3:2] |f:1.2|. Procedure details: To a solution of pyrrolidine-1,2,4-tricarboxylic acid 1,2-di-tert-butyl ester (Preparation 44, 501 mg, 1.59 mmol) in anhydrous tetrahydrofuran (10 ml) at 0° C. under a nitrogen atmosphere was added borane-tetrahydrofuran complex (1M in tetrahydrofuran, 3.16 ml, 3.18 mmol) dropwise and allowed to stir to room temperature over 18 hours. The solvent was removed under reduced pressure and the residue dissolved in ethyl acetate (10 ml) and washed with 1M hydrochloric acid (10 ml), saturated sodium hy... Reactants: NC1=NC=2C=C(C=CC2C2=C1N=C(N2CC2CCOCC2)CC)CCC#N (3-[4-Amino-2-ethyl-1-(tetrahydro-2H-pyran-4-ylmethyl)-1H-imidazo[4,5-c]quinolin-7-yl]propanenitrile), [OH-].[Na+] (sodium hydroxide), OO (hydrogen peroxide). Run in CO (methanol). Reaction conditions: temperature 50 celsius. Product: NC1=NC=2C=C(C=CC2C2=C1N=C(N2CC2CCOCC2)CC)CCC(=O)N (3-[4-amino-2-ethyl-1-(tetrahydro-2H-pyran-4-ylmethyl)-1H-imidazo[4,5-c]quinolin-7-yl]propanamide). Yield: 27.8%. As a reaction SMILES: [NH2:1][C:2]1[C:11]2[N:12]=[C:13]([CH2:22][CH3:23])[N:14]([CH2:15][CH:16]3[CH2:21][CH2:20][O:19][CH2:18][CH2:17]3)[C:10]=2[C:9]2[CH:8]=[CH:7][C:6]([CH2:24][CH2:25][C:26]#[N:27])=[CH:5][C:4]=2[N:3]=1.[OH-:28].[Na+].OO>CO>[NH2:1][C:2]1[C:11]2[N:12]=[C:13]([CH2:22][CH3:23])[N:14]([CH2:15][CH:16]3[CH2:21][CH2:20][O:19][CH2:18][CH2:17]3)[C:10]=2[C:9]2[CH:8]=[CH:7][C:6]([CH2:24][CH2:25][C:26]([NH2:27])=[O:28])=[CH:5][C:4]=2[N:3]=1 |f:1.2|. Reported procedure: 3-[4-Amino-2-ethyl-1-(tetrahydro-2H-pyran-4-ylmethyl)-1H-imidazo[4,5-c]quinolin-7-yl]propanenitrile (590 mg, 1.6 mmol), 10% aqueous sodium hydroxide (132 mg, 0.33 mmol), and 30% aqueous hydrogen peroxide (516 mg, 4.55 mmol) were combined in methanol (75 mL) and the reaction was heated at 50° C. for 18 hours. The mixture was concentrated under reduced pressure and then partitioned between chloroform (75 mL) and water (75 mL). The fractions were separated and the aqueous fraction was extracted wit... Reaction SMILES: [OH-].[K+].[CH3:3][C:4]12[O:10][C:7]([CH3:11])([CH2:8][CH2:9]1)[CH2:6][CH:5]2[N+]([O-])=O.[O-:15]S([O-])(=O)=O.[Mg+2].[Mn]([O-])(=O)(=O)=O.[K+]>O>[CH3:3][C:4]12[O:10][C:7]([CH3:11])([CH2:8][CH2:9]1)[CH2:6][C:5]2=[O:15] |f:0.1,3.4,5.6|. The product is CC12C(CC(CC1)(O2)C)=O (1,4-Dimethyl-7-oxabicyclo[2.2.1]heptan-2-one). The solvent is O (water), O (water). Procedure details: To 900 ml of 0.1N potassium hydroxide was added with stirring 5.0 g of 1,4-dimethyl-2-nitro-7-oxabicyclo[2.2.1]heptane. To this mixture was added 125 ml of 2M MgSO4 solution and sufficient water to bring the total volume to 2.5 liters, followed dropwise at 0°-5° C. by a solution of 4.5 g of potassium permanganate in 125 ml of water. After stirring for 1 hour, the resulting mixture was filtered through celite. The filtrate was decolorized with sodium bisulfite and extracted with methylene chlorid... Reaction conditions: time 1 hour. Starting materials: [OH-].[K+] (potassium hydroxide), [O-]S(=O)(=O)[O-].[Mg+2] (MgSO4), CC12C(CC(CC1)(O2)C)[N+](=O)[O-] (1,4-dimethyl-2-nitro-7-oxabicyclo[2.2.1]heptane), [Mn](=O)(=O)(=O)[O-].[K+] (potassium permanganate). The reactants are Cc1ncc(C(=O)O)s1, O=C(Cl)Cl, Cc1ccccc1C. Yields the product Cc1ncc(C(=O)O)s1, [Cl-]. RXN SMILES: [CH3:1][c:2]1[s:3][c:4]([C:7](=[O:8])[OH:9])[cH:5][n:6]1.[Cl:10][C:11](=[O:12])[Cl:13].[c:14]1([CH3:15])[c:16]([CH3:17])[cH:18][cH:19][cH:20][cH:21]1>>[CH3:1][c:2]1[s:3][c:4]([C:7](=[O:8])[OH:9])[cH:5][n:6]1.[Cl-:10]. The product is CC(C)(CO)COc1ccc(Cl)cc1C=O. The reactants are CC(C)(CO)CBr, O=Cc1cccc(Cl)c1, [K+], [K+], O=C([O-])[O-], CN(C)C=O. As a reaction SMILES: [Br:10][CH2:11][C:12]([CH2:13][OH:14])([CH3:15])[CH3:16].[Cl:1][c:2]1[cH:3][cH:4][cH:5][c:6]([CH:7]=[O:8])[cH:9]1.[K+:17].[K+:18].[O-:19][C:20]([O-:21])=[O:22].[O:23]=[CH:24][N:25]([CH3:26])[CH3:27]>>[Cl:1][c:2]1[cH:3][cH:4][c:5]([O:19][CH2:11][C:12]([CH2:13][OH:14])([CH3:15])[CH3:16])[c:6]([CH:7]=[O:8])[cH:9]1.